This data is from the Open Reaction Database (ORD), a public repository of structured organic reaction records. The task is: describe an organic reaction: reactants, conditions, products, and yield Starting materials: NC1=CC(CC(C1)(C)C)=O (3-amino-5,5-dimethyl-2-cyclohexen-1-one), FC1=C(C=C(C=O)C=C1)Cl (4-fluoro-3-chlorobenzaldehyde). Solvent: C(C)O (ethanol), Cl (hydrochloric acid). The product is FC1=C(C=C(C=C1)C1C=2C(CC(CC2NC=2CC(CC(C12)=O)(C)C)(C)C)=O)Cl (9-(4-fluoro-3-chlorophenyl)-3,4,6,7,9,10-hexahydro-3,3,6,6-tetramethyl-1,8(2H,5H)-acridinedione). Yield: 15.0%. RXN SMILES: [NH2:1][C:2]1[CH2:7][C:6]([CH3:9])([CH3:8])[CH2:5][C:4](=[O:10])[CH:3]=1.[F:11][C:12]1[CH:19]=[CH:18][C:15]([CH:16]=O)=[CH:14][C:13]=1[Cl:20]>C(O)C.Cl>[F:11][C:12]1[CH:19]=[CH:18][C:15]([CH:16]2[C:3]3[C:4](=[O:10])[CH2:5][C:6]([CH3:9])([CH3:8])[CH2:7][C:2]=3[NH:1][C:2]3[CH2:7][C:6]([CH3:9])([CH3:8])[CH2:5][C:4](=[O:10])[C:3]2=3)=[CH:14][C:13]=1[Cl:20]. Procedure: A solution of 1.39 g of 3-amino-5,5-dimethyl-2-cyclohexen-1-one and 793 mg of 4-fluoro-3-chlorobenzaldehyde in 10 ml of absolute ethanol and 1 ml of 1M aqueous hydrochloric acid was heated at reflux under a nitrogen atmosphere for 18 hours. The cooled mixture was filtered and the residue was washed with 25 ml of cold diethyl ether. Crystallization from absolute ethanol/water gave 302 mg of 9-(4-fluoro-3-chlorophenyl)-3,4,6,7,9,10-hexahydro-3,3,6,6-tetramethyl-1,8(2H,5H)-acridinedione as a pale y... RXN SMILES: C(=O)([O-])[O-].[K+].[K+].[ClH:7].C([S:11][CH:12]1[CH2:17][CH2:16][N:15]([CH:18]([C:24]2[CH:29]=[CH:28][CH:27]=[CH:26][C:25]=2[F:30])[C:19]([CH:21]2[CH2:23][CH2:22]2)=[O:20])[CH2:14]/[C:13]/1=[CH:31]\[C:32]1[N:33]=[N:34][N:35]([CH2:37][C:38]([O:40][CH3:41])=[O:39])[N:36]=1)(=O)C.C(#N)C>CO.C(OCC)(=O)C>[ClH:7].[CH:21]1([C:19](=[O:20])[CH:18]([N:15]2[CH2:16][CH2:17][CH:12]([SH:11])/[C:13](=[CH:31]/[C:32]3[N:33]=[N:34][N:35]([CH2:37][C:38]([O:40][CH3:41])=[O:39])[N:36]=3)/[CH2:14]2)[C:24]2[CH:29]=[CH:28][CH:27]=[CH:26][C:25]=2[F:30])[CH2:23][CH2:22]1 |f:0.1.2,3.4,8.9|. Isolated yield 58.0%. Reactants: C(C)#N (acetonitrile), C([O-])([O-])=O.[K+].[K+] (Potassium carbonate), Cl.C(C)(=O)SC1/C(/CN(CC1)C(C(=O)C1CC1)C1=C(C=CC=C1)F)=C/C=1N=NN(N1)CC(=O)OC ((E)-4-(acetylsulfanyl)-1-[2-cyclopropyl-1-(2-fluorophenyl)-2-oxoethyl]-3-{[2-(methoxycarbonylmethyl)-2H-tetrazol-5-yl]methylidene}piperidine hydrochloride). Conditions: time 15 minute. The product is Cl.C1(CC1)C(C(C1=C(C=CC=C1)F)N1C\C(\C(CC1)S)=C/C=1N=NN(N1)CC(=O)OC)=O ((E)-1-[2-Cyclopropyl-1-(2-fluorophenyl)-2-oxoethyl]-3-{[2-(methoxycarbonylmethyl)-2H-tetrazol-5-yl]methylidene}-4-sulfanylpiperidine hydrochloride). Reported procedure: Potassium carbonate (275 mg) was added to a solution of (E)-4-(acetylsulfanyl)-1-[2-cyclopropyl-1-(2-fluorophenyl)-2-oxoethyl]-3-{[2-(methoxycarbonylmethyl)-2H-tetrazol-5-yl]methylidene}piperidine hydrochloride (347 mg) in methanol (10 ml). After being stirred at room temperature for 15 minutes, the mixture was diluted with ethyl acetate, and the reaction was quenched by addition of water. The organic layer was separated, washed with a saturated aqueous sodium chloride solution and dried over an... Solvent: C(C)(=O)OCC (ethyl acetate), CO (methanol). Isolated yield 88.3%. Yields the product C1(=CC=CC=C1)C1=C(CCC1)C1=CC=C(C=C1)SC (1-(2-phenylcyclopenten-1-yl)-4-(methylthio)benzene). Starting materials: BrC1=C(CCC1)C1=CC=CC=C1 (1-bromo-2-phenylcyclopentene), CSC1=CC=C(C=C1)B(O)O (4-methylthiophenylboronic acid). As a reaction SMILES: Br[C:2]1[CH2:6][CH2:5][CH2:4][C:3]=1[C:7]1[CH:12]=[CH:11][CH:10]=[CH:9][CH:8]=1.[CH3:13][S:14][C:15]1[CH:20]=[CH:19][C:18](B(O)O)=[CH:17][CH:16]=1>>[C:7]1([C:3]2[CH2:4][CH2:5][CH2:6][C:2]=2[C:18]2[CH:19]=[CH:20][C:15]([S:14][CH3:13])=[CH:16][CH:17]=2)[CH:12]=[CH:11][CH:10]=[CH:9][CH:8]=1. Procedure: Following a synthetic procedure which was similar to the one outlined in Step 3 of Example 1, 750 mg (3.4 mmol) of 1-bromo-2-phenylcyclopentene (Step 1) was reacted with 1.2 g (6.8 mmol) of 4-methylthiophenylboronic acid (Example 1, Step 1). Purification by silica gel chromatography (MPLC) with hexane gave 800 mg (89%) of 1-(2-phenylcyclopenten-1-yl)-4-(methylthio)benzene as an oil: NMR (CDCl3) d 2.00-2.17 (m, 2H), 2.46 (s, 3H), 2.86-3.01 (m, 4H), 7.08-7.19 (m, 4H), 7.19-7.32 (m, 5H). Starting materials: C1(=CC=CC=C1)C=1C=C(C=CC1)O (3-phenyl phenol), [N+](=O)(O)[O-] (nitric acid). The solvent is C(C)(=O)O (acetic acid). Yields the product [N+](=O)([O-])C1=C(C=C(C=C1)C1=CC=CC=C1)O (2-nitro 5-phenyl phenol). As a reaction SMILES: [C:1]1([C:7]2[CH:8]=[C:9]([OH:13])[CH:10]=[CH:11][CH:12]=2)[CH:6]=[CH:5][CH:4]=[CH:3][CH:2]=1.[N+:14]([O-])([OH:16])=[O:15]>C(O)(=O)C>[N+:14]([C:10]1[CH:11]=[CH:12][C:7]([C:1]2[CH:2]=[CH:3][CH:4]=[CH:5][CH:6]=2)=[CH:8][C:9]=1[OH:13])([O-:16])=[O:15]. Procedure: A solution of 3-phenyl phenol (2 g, 11 mmol) in acetic acid was treated with concentrated nitric acid drop-wise until all starting material was consumed. The solution was partitioned between water and methylene chloride. The organic phase was separated and the aqueous phase was extracted once more with methylene chloride. The combined organic phases were dried over sodium sulfate, filtered and concentrated in vacuo. The residue was purified by silica gel chromatography (ethyl acetate/hexanes) to... Starting materials: CCOC(=O)CSc1nc(Cl)cc(NCc2ccc(Cl)cc2)n1, Cl, [Na+], [OH-]. The product is O=C(O)CSc1nc(Cl)cc(NCc2ccc(Cl)cc2)n1. As a reaction SMILES: [CH2:1]([CH3:2])[O:3][C:4]([CH2:5][S:6][c:7]1[n:8][c:9]([NH:14][CH2:15][c:16]2[cH:17][cH:18][c:19]([Cl:22])[cH:20][cH:21]2)[cH:10][c:11]([Cl:13])[n:12]1)=[O:23].[ClH:26].[Na+:25].[OH-:24]>>[O:3]=[C:4]([CH2:5][S:6][c:7]1[n:8][c:9]([NH:14][CH2:15][c:16]2[cH:17][cH:18][c:19]([Cl:22])[cH:20][cH:21]2)[cH:10][c:11]([Cl:13])[n:12]1)[OH:23]. The reactants are CC(Br)C(=O)c1cc(C(C)(C)C)c(O)c(C(C)(C)C)c1, CCO, CN1CCCC1=O, Cl, [K+], [OH-], O. Product: CCOC(C)C(=O)c1cc(C(C)(C)C)c(O)c(C(C)(C)C)c1. RXN SMILES: [Br:3][CH:4]([C:5](=[O:6])[c:7]1[cH:8][c:9]([C:18]([CH3:19])([CH3:20])[CH3:21])[c:10]([OH:17])[c:11]([C:13]([CH3:14])([CH3:15])[CH3:16])[cH:12]1)[CH3:22].[CH3:25][CH2:26][OH:27].[CH3:28][N:29]1[CH2:30][CH2:31][CH2:32][C:33]1=[O:34].[ClH:23].[K+:2].[OH-:1].[OH2:24]>>[CH:4]([C:5](=[O:6])[c:7]1[cH:8][c:9]([C:18]([CH3:19])([CH3:20])[CH3:21])[c:10]([OH:17])[c:11]([C:13]([CH3:14])([CH3:15])[CH3:16])[cH:12]1)([CH3:22])[O:27][CH2:26][CH3:25]. Reactants: ClC=1C=C(C(=O)O)C=CC1 (3-chlorobenzoic acid), C(CC)O (propanol), N,N'-carbonyldiimidazole, NC1=NC2=NC(=CC=C2C=C1)C1=CC=C(C=C1)Cl (2-amino-7-(4-chlorophenyl)-1,8-naphthyridine). The solvent is O (water). The yield is 30.6%. Procedure details: The procedure is analogous to that described in Example 11, but starting with 3-chlorobenzoic acid (1.6 g), N,N'-carbonyldiimidazole (1.6 g) and 2-amino-7-(4-chlorophenyl)-1,8-naphthyridine (1.8 g). The product obtained by precipitation in water (2.2 g; m.p. approximately 190° C.) is dissolved in boiling propanol (400 cc). After cooling for 4 hours at 4° C., the crystallized solid is separated by filtration, washed with propanol (3×5 cc) and dried at 40° C. under reduced pressure (0.07 kPa). N-[... The product is ClC1=CC=C(C=C1)C1=CC=C2C=CC(=NC2=N1)NC(C1=CC(=CC=C1)Cl)=O (N-[7-(4-Chlorophenyl)-1,8-naphthyridin-2-yl]-3-chlorobenzamide). RXN SMILES: [Cl:1][C:2]1[CH:3]=[C:4]([CH:8]=[CH:9][CH:10]=1)[C:5]([OH:7])=O.[NH2:11][C:12]1[CH:21]=[CH:20][C:19]2[C:14](=[N:15][C:16]([C:22]3[CH:27]=[CH:26][C:25]([Cl:28])=[CH:24][CH:23]=3)=[CH:17][CH:18]=2)[N:13]=1.C(O)CC>O>[Cl:28][C:25]1[CH:24]=[CH:23][C:22]([C:16]2[N:15]=[C:14]3[C:19]([CH:20]=[CH:21][C:12]([NH:11][C:5](=[O:7])[C:4]4[CH:8]=[CH:9][CH:10]=[C:2]([Cl:1])[CH:3]=4)=[N:13]3)=[CH:18][CH:17]=2)=[CH:27][CH:26]=1. Run at temperature 4 celsius. The reactants are CC1C=CC2=C(CCCC2)C1=O, Cc1ccccc1, [Na+], O, [OH-], CCOP(OCC)OCC. Yields the product CC1(O)C=CC2=C(CCCC2)C1=O. RXN SMILES: [CH3:1][CH:2]1[CH:3]=[CH:4][C:5]2=[C:6]([CH2:7][CH2:8][CH2:9][CH2:10]2)[C:11]1=[O:12].[CH3:26][c:27]1[cH:28][cH:29][cH:30][cH:31][cH:32]1.[Na+:24].[O:25].[OH-:23].[P:13]([O:14][CH2:21][CH3:22])([O:15][CH2:16][CH3:17])[O:18][CH2:19][CH3:20]>>[CH3:1][C:2]1([OH:14])[CH:3]=[CH:4][C:5]2=[C:6]([CH2:7][CH2:8][CH2:9][CH2:10]2)[C:11]1=[O:12]. Reactants: COC(COC1=CC(=C(C=C1)Cl)N)=O ((3-amino-4-chlorophenoxy)acetic acid methyl ester), CS(=O)(=O)C1=CC=C(CC(C(CC)=O)C(CC)=O)C=C1 (4-(4-methanesulfonylbenzyl)heptane-3,5-dione), polyphosphoric acid. The solvent is O (water). Reaction conditions: temperature 100 celsius. Product: COC(COC1=C2C(=C(C(=NC2=C(C=C1)Cl)CC)CC1=CC=C(C=C1)S(=O)(=O)C)CC)=O ([8-chloro-2,4-diethyl-3-(4-methanesulfonylbenzyl)quinolin-5-yloxy]acetic Acid Methyl Ester). As a reaction SMILES: [CH3:1][O:2][C:3](=[O:14])[CH2:4][O:5][C:6]1[CH:11]=[CH:10][C:9]([Cl:12])=[C:8]([NH2:13])[CH:7]=1.[CH3:15][S:16]([C:19]1[CH:34]=[CH:33][C:22]([CH2:23][CH:24]([C:29](=O)[CH2:30][CH3:31])[C:25](=O)[CH2:26][CH3:27])=[CH:21][CH:20]=1)(=[O:18])=[O:17]>O>[CH3:1][O:2][C:3](=[O:14])[CH2:4][O:5][C:6]1[CH:11]=[CH:10][C:9]([Cl:12])=[C:8]2[C:7]=1[C:25]([CH2:26][CH3:27])=[C:24]([CH2:23][C:22]1[CH:21]=[CH:20][C:19]([S:16]([CH3:15])(=[O:18])=[O:17])=[CH:34][CH:33]=1)[C:29]([CH2:30][CH3:31])=[N:13]2. Reported procedure: A mixture of (3-amino-4-chlorophenoxy)acetic acid methyl ester (0.35 g), 4-(4-methanesulfonylbenzyl)heptane-3,5-dione (0.49 g) and polyphosphoric acid (5.0 g) was heated at 100° C. for 2 hours. The mixture was cooled to room temperature, diluted with water and extracted with ethyl acetate. The combined extracts were dried over magnesium sulfate and the solvent removed under reduced pressure. The residue was purified by column chromatography on silica gel, eluting with a mixture of dichloromethan...